This data is from the Open Reaction Database (ORD), a public repository of structured organic reaction records. The task is: describe an organic reaction: reactants, conditions, products, and yield Reactants: alcohol, TlCl4, C(C=1C(C(=O)OCC(C)C)=CC=CC1)(=O)OCC(C)C (diisobutyl phthalate), product, [Mg+2].[Cl-].[Cl-] (MgCl2), [Mg+2].[Cl-].[Cl-] (MgCl2), C(C)O (ethanol), vaseline oil, silicone oil, 350, vaseline oil, silicone oil. Yields the product [Mg] (magnesium), C(C=1C(C(=O)[O-])=CC=CC1)(=O)[O-] (phthalate). Run at temperature 120 celsius, time 3 minute. Reaction SMILES: [Mg+2:1].[Cl-].[Cl-].C(O)C.[C:7]([O:22]CC(C)C)(=[O:21])[C:8]1[C:9](=[CH:17][CH:18]=[CH:19][CH:20]=1)[C:10]([O:12]CC(C)C)=[O:11]>CCCCCCC>[Mg:1].[C:7]([O-:22])(=[O:21])[C:8]1[C:9](=[CH:17][CH:18]=[CH:19][CH:20]=1)[C:10]([O-:12])=[O:11] |f:0.1.2|. Reported procedure: Into a stirred reactor 28.4 g of MgCl2, 49.5 g of anhydrous ethanol, 10 ml of vaseline oil ROL OB/30, 100 ml of silicone oil having a viscosity of 350 cs were added. The mixture was heated at 120° C. until MgCl2 was dissolved. The hot reaction mixture was then transferred to a 1.5 l reactor equipped with a Ultra Turrax T-45 N stirrer, containing 150 cm3 of vaseline oil and 150 cm3 of silicone oil. The temperature was maintained at 120° C. whilst stirring for 3 minutes at 3000 RPM. The mixture wa... The solvent is CCCCCCC (n-heptane). The reactants are C(C)[NH+]1CC(C(CC1)(O)O)(F)F (1-ethyl-3,3-difluoro-4,4-dihydroxy-piperidinium), NO (hydroxylamine). Solvent: C(C)O (ethanol), C(C)O (ethanol). Conditions: time 8 hour. Product: C(C)N1CC(C(CC1)=NO)(F)F (1-ethyl-3,3-difluoro-piperidin-4-one oxime). Yield: 98.9%. Reaction SMILES: [CH2:1]([NH+:3]1[CH2:8][CH2:7][C:6](O)(O)[C:5]([F:12])([F:11])[CH2:4]1)[CH3:2].[NH2:13][OH:14]>C(O)C>[CH2:1]([N:3]1[CH2:8][CH2:7][C:6](=[N:13][OH:14])[C:5]([F:12])([F:11])[CH2:4]1)[CH3:2]. Procedure details: A suspension of 1-ethyl-3,3-difluoro-4,4-dihydroxy-piperidinium (10.213 g, 46.93 mmol) in ethanol (80 ml) was charged with aqueous hydroxylamine solution (50% by weight, 3.58 ml, 58.4 mmol) and left to stand overnight. The thick precipitate was dissolved with the addition of ethanol (20 ml) and heating. The solution was then cooled to room temperature before being place over ice. The precipitated solid was then collected by filtration and dried over vacuum to yield 8.27 g 1-ethyl-3,3-difluoro-pi... Reactants: OC(C)C=1N=C(N(C1C(=O)OCOC(C(C)(C)C)=O)CC1=CC=C(C=C1)C1=C(C=CC=C1)C1=NN=NN1C(C1=CC=CC=C1)(C1=CC=CC=C1)C1=CC=CC=C1)CCC (pivaloyloxymethyl 4-(1-hydroxyethyl)-2-propyl-1-{4-[2-(trityltetrazol-5-yl)phenyl]phenyl}methylimidazole-5-carboxylate). The solvent is C(C)(=O)O (acetic acid). Yields the product OC(C)C=1N=C(N(C1C(=O)OCOC(C(C)(C)C)=O)CC1=CC=C(C=C1)C1=C(C=CC=C1)C1=NN=NN1)CCC (Pivaloyloxymethyl 4-(1-hydroxyethyl)-2-propyl-1-{4-[2-(tetrazol-5-yl)phenyl]phenyl}methylimidazole-5-carboxylate). The yield is 60.8%. As a reaction SMILES: [OH:1][CH:2]([C:4]1[N:5]=[C:6]([CH2:57][CH2:58][CH3:59])[N:7]([CH2:20][C:21]2[CH:26]=[CH:25][C:24]([C:27]3[CH:32]=[CH:31][CH:30]=[CH:29][C:28]=3[C:33]3[N:37](C(C4C=CC=CC=4)(C4C=CC=CC=4)C4C=CC=CC=4)[N:36]=[N:35][N:34]=3)=[CH:23][CH:22]=2)[C:8]=1[C:9]([O:11][CH2:12][O:13][C:14](=[O:19])[C:15]([CH3:18])([CH3:17])[CH3:16])=[O:10])[CH3:3]>C(O)(=O)C>[OH:1][CH:2]([C:4]1[N:5]=[C:6]([CH2:57][CH2:58][CH3:59])[N:7]([CH2:20][C:21]2[CH:26]=[CH:25][C:24]([C:27]3[CH:32]=[CH:31][CH:30]=[CH:29][C:28]=3[C:33]3[NH:37][N:36]=[N:35][N:34]=3)=[CH:23][CH:22]=2)[C:8]=1[C:9]([O:11][CH2:12][O:13][C:14](=[O:19])[C:15]([CH3:16])([CH3:17])[CH3:18])=[O:10])[CH3:3]. Reported procedure: Following a procedure similar to that described in Example 35(c), but using 2.87 g of pivaloyloxymethyl 4-(1-hydroxyethyl)-2-propyl-1-{4-[2-(trityltetrazol-5-yl)phenyl]phenyl}methylimidazole-5-carboxylate [prepared as described in step (a) above] and 75% v/v aqueous acetic acid, 1.21 g of the title compound was obtained as a powder. The reactants are CC(C)(OC(=O)N1CCNC2=C(C1)C=C(C=C2)C2=CC=CC=C2)C (2,3,4,5-tetrahydro-4-[(1,1-dimethylethoxy)-carbonyl]-7-phenyl-1H-1,4-benzodiazepine), Cl.N1C=NC(=C1)CN1CCN(CC2=C1C=CC(=C2)C2=CC=CC=C2)C(=O)C2=CC=CC1=CC=CC=C21 (2,3,4,5-Tetrahydro-1-(1H-imidazol-4-ylmethyl)-4-(1-naphthalenylcarbonyl)-7-phenyl-1H-1,4-benzodiazepine, hydrochloride), Cl.Cl.N1C=NC(=C1)CN1CCN(C2=C(C1)C=CC=C2)C(=O)C2=CC=CC1=CC=CC=C21 (2,3,4,5-Tetrahydro-4-(1H-imidazol-4-yl-methyl)-1-(1-naphthalenylcarbonyl)-1H-1,4-benzodiazepine, dihydrochloride), C(=O)C=1N=CNC1 (4-formyl imidazole), C(C)(=O)O[BH-](OC(C)=O)OC(C)=O.[Na+] (Sodium triacetoxyborohydride), C([O-])(O)=O.[Na+] (Sodium bicarbonate), [OH-].[NH4+] (ammonium hydroxide). Solvent: C(Cl)Cl (CH2Cl2), C(C)(=O)O (acetic acid). Run at time 4 hour. Yields the product Cl.N1C=NC(=C1)CN1CCNCC2=C1C=CC(=C2)C2=CC=CC=C2 (2,3,4,5-Tetrahydro-1-(1H-imidazol-4-ylmethyl)-7-phenyl-1H-1,4-benzodiazepine, monohydrochloride). Reaction SMILES: CC(C)(OC(N1CC2C=C(C3C=CC=CC=3)C=CC=2NCC1)=O)C.[ClH:25].[NH:26]1[CH:30]=[C:29]([CH2:31][N:32]2[C:38]3[CH:39]=[CH:40][C:41]([C:43]4[CH:48]=[CH:47][CH:46]=[CH:45][CH:44]=4)=[CH:42][C:37]=3[CH2:36][N:35](C(C3C4C(=CC=CC=4)C=CC=3)=O)[CH2:34][CH2:33]2)[N:28]=[CH:27]1.Cl.Cl.N1C=C(CN2CC3C=CC=CC=3N(C(C3C4C(=CC=CC=4)C=CC=3)=O)CC2)N=C1.C(C1N=CNC=1)=O.C(O[BH-](OC(=O)C)OC(=O)C)(=O)C.[Na+].C(=O)(O)[O-].[Na+].[OH-].[NH4+]>C(Cl)Cl.C(O)(=O)C>[ClH:25].[NH:26]1[CH:30]=[C:29]([CH2:31][N:32]2[C:38]3[CH:39]=[CH:40][C:41]([C:43]4[CH:44]=[CH:45][CH:46]=[CH:47][CH:48]=4)=[CH:42][C:37]=3[CH2:36][NH:35][CH2:34][CH2:33]2)[N:28]=[CH:27]1 |f:1.2,3.4.5,7.8,9.10,11.12,15.16|. Procedure: A solution of 2,3,4,5-tetrahydro-4-[(1,1-dimethylethoxy)-carbonyl]-7-phenyl-1H-1,4-benzodiazepine (prepared from Compound B of Example 12 as described for Compound A of Example 4, 0.20 g) and 4-formyl imidazole (0.52 g, 5.6 mmol) in CH2Cl2 (10 mL) and acetic acid (2 mL) was stirred for 40 min. Sodium triacetoxyborohydride (0.9 g, 6 mmol) was added and stirring was continued for 4 hrs. Sodium bicarbonate (sat., 5 mL) and ammonium hydroxide (conc, 5 mL) were added and the mixture was stirred for a... The reactants are [H-].[Al+3].[Li+].[H-].[H-].[H-] (lithium aluminum hydride), C(CCC)C(C#N)(CN1N=CN=C1)C1=CC=CC=C1 (alpha-butyl-alpha-phenyl-1H-1,2,4-triazole-1-propanenitrile), [H-].[Al+3].[Li+].[H-].[H-].[H-] (lithium aluminum hydride). The solvent is CCOCC (ether). Yields the product C1(=CC=CC=C1)C(CN)(CCCC)CN1N=CN=C1 (2-phenyl-2-[(1,2,4-triazol-1-yl)methyl]-1-hexylamine). The yield is 68.1%. Reaction SMILES: [H-].[Al+3].[Li+].[H-].[H-].[H-].[CH2:7]([C:11]([C:20]1[CH:25]=[CH:24][CH:23]=[CH:22][CH:21]=1)([CH2:14][N:15]1[CH:19]=[N:18][CH:17]=[N:16]1)[C:12]#[N:13])[CH2:8][CH2:9][CH3:10]>CCOCC>[C:20]1([C:11]([CH2:14][N:15]2[CH:19]=[N:18][CH:17]=[N:16]2)([CH2:7][CH2:8][CH2:9][CH3:10])[CH2:12][NH2:13])[CH:25]=[CH:24][CH:23]=[CH:22][CH:21]=1 |f:0.1.2.3.4.5|. Procedure: To a 5 liter flask stirring under nitrogen, fitted with a mechanical stirrer, was charged 21 g (0.55 mole) of lithium aluminum hydride. To the lithium aluminum hydride was charged 127 g (0.50 mole) alpha-butyl-alpha-phenyl-1H-1,2,4-triazole-1-propanenitrile in 2500 mL of dry ether over 2.5 hours. The reaction was stirred for an additional 5 hours after which GLC indicated the reaction was complete. The reaction was quenched with sodium sulfate, filtered and the organic phase separated. The aqueo... Starting materials: CI (methyl iodide), Cl (hydrochloric acid), [H-].[Na+] (sodium hydride), COC=1C=C(C(=O)C2=C(C(=C3C=C(C=CN23)NC)C(=O)OCC2=CC=CC=C2)C)C=CC1[N+](=O)[O-] (benzyl [3-(3-methoxy-4-nitrobenzoyl)-2-methyl-7-methylaminoindolizin-1-yl]carboxylate). The solvent is CN(C=O)C (dimethylformamide), ClCCl (dichloromethane). Conditions: temperature 40 celsius, time 10 minute. Yields the product CN(C=1C=CN2C(=C(C(=C2C1)C(=O)OCC1=CC=CC=C1)C)C(C1=CC(=C(C=C1)[N+](=O)[O-])OC)=O)C (Benzyl [7-(dimethylamino)-3-(3-methoxy-4-nitrobenzoyl)-2-methylindolizin-1-yl]-carboxylate). The yield is 81.1%. RXN SMILES: [H-].[Na+].[CH3:3][O:4][C:5]1[CH:6]=[C:7]([CH:32]=[CH:33][C:34]=1[N+:35]([O-:37])=[O:36])[C:8]([C:10]1[N:18]2[C:13]([CH:14]=[C:15]([NH:19][CH3:20])[CH:16]=[CH:17]2)=[C:12]([C:21]([O:23][CH2:24][C:25]2[CH:30]=[CH:29][CH:28]=[CH:27][CH:26]=2)=[O:22])[C:11]=1[CH3:31])=[O:9].[CH3:38]I.Cl>CN(C)C=O.ClCCl>[CH3:20][N:19]([CH3:38])[C:15]1[CH:16]=[CH:17][N:18]2[C:13]([CH:14]=1)=[C:12]([C:21]([O:23][CH2:24][C:25]1[CH:30]=[CH:29][CH:28]=[CH:27][CH:26]=1)=[O:22])[C:11]([CH3:31])=[C:10]2[C:8](=[O:9])[C:7]1[CH:32]=[CH:33][C:34]([N+:35]([O-:37])=[O:36])=[C:5]([O:4][CH3:3])[CH:6]=1 |f:0.1|. Procedure details: 80 mg (1.67 mmol) of sodium hydride (60% as a dispersion in oil) at room temperature are added in portions to 525 mg (1.11 mmol) of benzyl [3-(3-methoxy-4-nitrobenzoyl)-2-methyl-7-methylaminoindolizin-1-yl]carboxylate in solution in 10 mL of dimethylformamide. After 10 minutes, 138 μL (2.22 mmol) of methyl iodide are added to the reaction mixture. The medium is stirred at 40° C. for 2 hours, poured into a molar solution of hydrochloric acid and then extracted with ethyl acetate. The organic phas...